From a dataset of the Open Reaction Database (ORD), a public repository of structured organic reaction records. describe an organic reaction: reactants, conditions, products, and yield Reactants: O=C1C(CSC2=C1C=CC=C2)CC(=O)O (α-(2,3-dihydro-4-oxo-4H-1-benzothiopyran-3-yl)acetic acid), Cl.ClC1=CC=C(C=C1)NN (4-chlorophenyhydrazine hydrochloride), C(C)(=O)[O-].[Na+] (sodium acetate). Reaction SMILES: O=[C:2]1[C:7]2[CH:8]=[CH:9][CH:10]=[CH:11][C:6]=2[S:5][CH2:4][CH:3]1[CH2:12][C:13]([OH:15])=O.Cl.[Cl:17][C:18]1[CH:23]=[CH:22][C:21]([NH:24][NH2:25])=[CH:20][CH:19]=1.C([O-])(=O)C.[Na+]>C(O)C>[Cl:17][C:18]1[CH:23]=[CH:22][C:21]([N:24]2[C:13](=[O:15])[CH2:12][CH:3]3[CH2:4][S:5][C:6]4[CH:11]=[CH:10][CH:9]=[CH:8][C:7]=4[C:2]3=[N:25]2)=[CH:20][CH:19]=1 |f:1.2,3.4|. Reported procedure: A mixture of 10 g of α-(2,3-dihydro-4-oxo-4H-1-benzothiopyran-3-yl)acetic acid, 12 g of 4-chlorophenyhydrazine hydrochloride and 5.5 g of sodium acetate in 200 ml of ethanol is refluxed under heating for 10 hours. The ethanol is distilled off under reduced pressure and to the residue is added 200 ml of acetic acid and the mixture is refluxed under heating for 10 hours. After the acetic acid is distilled off, the residue is extracted with chloroform. The extract is washed with water, dried over m... Isolated yield 77.7%. Solvent: C(C)O (ethanol). The product is ClC1=CC=C(C=C1)N1N=C2C(CC1=O)CSC1=C2C=CC=C1 (2-(4-chlorophenyl)-2,3,4,4a-tetrahydro-5H-(1)benzothiopyrano[4,3-c]pyridazin-3-one).